This data is from the Open Reaction Database (ORD), a public repository of structured organic reaction records. The task is: describe an organic reaction: reactants, conditions, products, and yield The reactants are O=C1CN(c2ccc(-n3cc(-c4ccc(Cl)cc4Cl)nc3Cc3ccc(-c4ccc(Br)cc4)cc3)cc2)S(=O)(=O)N1, CN1CCNCC1. Product: CN1CCN(c2ccc(-c3ccc(Cc4nc(-c5ccc(Cl)cc5Cl)cn4-c4ccc(N5CC(=O)NS5(=O)=O)cc4)cc3)cc2)CC1. Reaction SMILES: [Br:1][c:2]1[cH:3][cH:4][c:5](-[c:8]2[cH:9][cH:10][c:11]([CH2:14][c:15]3[n:16](-[c:28]4[cH:29][cH:30][c:31]([N:34]5[CH2:35][C:36](=[O:41])[NH:37][S:38]5(=[O:39])=[O:40])[cH:32][cH:33]4)[cH:17][c:18](-[c:20]4[c:21]([Cl:27])[cH:22][c:23]([Cl:26])[cH:24][cH:25]4)[n:19]3)[cH:12][cH:13]2)[cH:6][cH:7]1.[CH3:42][N:43]1[CH2:44][CH2:45][NH:46][CH2:47][CH2:48]1>>[c:2]1([N:46]2[CH2:45][CH2:44][N:43]([CH3:42])[CH2:48][CH2:47]2)[cH:3][cH:4][c:5](-[c:8]2[cH:9][cH:10][c:11]([CH2:14][c:15]3[n:16](-[c:28]4[cH:29][cH:30][c:31]([N:34]5[CH2:35][C:36](=[O:41])[NH:37][S:38]5(=[O:39])=[O:40])[cH:32][cH:33]4)[cH:17][c:18](-[c:20]4[c:21]([Cl:27])[cH:22][c:23]([Cl:26])[cH:24][cH:25]4)[n:19]3)[cH:12][cH:13]2)[cH:6][cH:7]1. The reactants are CC1=C(C(=CC=C1)C)NC(CN1CCN(CC1)C(C(CCC1=CC=CC=C1)O)=O)=O (N-(2,6-dimethylphenyl)-2-[4-(2-hydroxy-4phenylbutanoyl) piperazinyl]acetamide), C1(=CC=CC=C1)CC(=O)O (2-phenylacetic acid), OC1=C(C=CC=C1)[C@H](C(=O)O)CC ((R)-2-hydroxy-phenylbutyric acid). Product: CC1=C(C(=CC=C1)C)NC(CN1CCN(CC1)C(CC1=CC=CC=C1)=O)=O (N-(2,6-dimethylphenyl)-2-[4-(2-phenylacetyl)piperazinyl]acetamide). Reaction SMILES: [CH3:1][C:2]1[CH:7]=[CH:6][CH:5]=[C:4]([CH3:8])[C:3]=1[NH:9][C:10](=[O:30])[CH2:11][N:12]1[CH2:17][CH2:16][N:15]([C:18](=[O:29])C(O)CCC2C=CC=CC=2)[CH2:14][CH2:13]1.[C:31]1([CH2:37]C(O)=O)[CH:36]=[CH:35][CH:34]=[CH:33][CH:32]=1.OC1C=CC=CC=1[C@@H](CC)C(O)=O>>[CH3:8][C:4]1[CH:5]=[CH:6][CH:7]=[C:2]([CH3:1])[C:3]=1[NH:9][C:10](=[O:30])[CH2:11][N:12]1[CH2:13][CH2:14][N:15]([C:18](=[O:29])[CH2:37][C:31]2[CH:36]=[CH:35][CH:34]=[CH:33][CH:32]=2)[CH2:16][CH2:17]1. Reported procedure: Compound 14 was prepared in the manner of compound 7 substituting 2-phenylacetic acid for (R)-2-hydroxy-phenylbutyric acid in part C to afford compound 14: Mass spectrum (M+1)=366.40. Starting materials: C(C)OCN1C=NC=2N(C(N(C(C12)=O)CC)=O)C (7-ethoxymethyl-1-ethyl-3-methylxanthine), Cl (hydrochloric acid). The solvent is C(C)O (ethanol). The product is C(C)N1C(=O)N(C=2N=CNC2C1=O)C (1-Ethyl-3-methylxanthine). Reaction SMILES: C(OC[N:5]1[C:13]2[C:12](=[O:14])[N:11]([CH2:15][CH3:16])[C:10](=[O:17])[N:9]([CH3:18])[C:8]=2[N:7]=[CH:6]1)C.Cl>C(O)C>[CH2:15]([N:11]1[C:12](=[O:14])[C:13]2[NH:5][CH:6]=[N:7][C:8]=2[N:9]([CH3:18])[C:10]1=[O:17])[CH3:16]. Reported procedure: 28.7 g (0.11 mol) of 7-ethoxymethyl-1-ethyl-3-methylxanthine were stirred at 60° C. for 60 hours in a solution of 200 ml of 5N hydrochloric acid and 200 ml of ethanol. The reaction mixture was concentrated to dryness and the residue which remained was crystallized in ethyl acetate/diisopropyl ether. Starting materials: O=C([O-])[O-], ClCCCN1CCCC1, Cl, [K+], [K+], Oc1ccc(-c2cnc(CSCCOc3ccccc3)o2)cc1, CN(C)C=O. Yields the product c1ccc(OCCSCc2ncc(-c3ccc(OCCCN4CCCC4)cc3)o2)cc1. As a reaction SMILES: [C:34](=[O:35])([O-:36])[O-:37].[Cl:25][CH2:26][CH2:27][CH2:28][N:29]1[CH2:30][CH2:31][CH2:32][CH2:33]1.[ClH:24].[K+:38].[K+:39].[O:1]([c:2]1[cH:3][cH:4][cH:5][cH:6][cH:7]1)[CH2:8][CH2:9][S:10][CH2:11][c:12]1[o:13][c:14](-[c:17]2[cH:18][cH:19][c:20]([OH:23])[cH:21][cH:22]2)[cH:15][n:16]1.[O:40]=[CH:41][N:42]([CH3:43])[CH3:44]>>[O:1]([c:2]1[cH:3][cH:4][cH:5][cH:6][cH:7]1)[CH2:8][CH2:9][S:10][CH2:11][c:12]1[o:13][c:14](-[c:17]2[cH:18][cH:19][c:20]([O:23][CH2:26][CH2:27][CH2:28][N:29]3[CH2:30][CH2:31][CH2:32][CH2:33]3)[cH:21][cH:22]2)[cH:15][n:16]1. The reactants are C(=O)[O-].[NH4+] (Ammonium formate), [N+](=O)([O-])C1=CC=CC=2OCCOC21 (5-Nitro-2,3-dihydro-1,4-benzodioxin). Reagents/catalysts: [Pd] (palladium on charcoal). Run in CO (methanol). Product: O1CCOC2=C1C=CC=C2N (2,3-Dihydro-1,4-benzodioxin-5-amine). Isolated yield 74.0%. Reaction SMILES: C([O-])=O.[NH4+].[N+:5]([C:8]1[C:17]2[O:16][CH2:15][CH2:14][O:13][C:12]=2[CH:11]=[CH:10][CH:9]=1)([O-])=O>[Pd].CO>[O:13]1[C:12]2[CH:11]=[CH:10][CH:9]=[C:8]([NH2:5])[C:17]=2[O:16][CH2:15][CH2:14]1 |f:0.1|. Procedure details: Ammonium formate (3.40 g, 0.054 mol) and 10% palladium on charcoal (1.44 g) were added to a stirred solution of the product of example 12 (2.45 g, 0.0135 mol) in methanol (15 ml). After the considerable effervescence had ceased, the mixture was filtered, evaporated in vacuo and triturated with acetonitrile. The residue was purified by chromatography (silica; ether) to give the product (1.51 g). The reactants are O=C[C@H](O)[C@@H](O)[C@H](O)CO (xylose), C(C)O (ethanol), C(C)O (ethanol), O=C[C@H](O)[C@@H](O)[C@H](O)CO (xylose). Yields the product O=C[C@H](O)[C@@H](O)[C@H](O)[C@H](O)CO (glucose). RXN SMILES: [O:1]=[CH:2][C@@H:3]([C@H:5]([C@@H:7]([CH2:9][OH:10])[OH:8])[OH:6])[OH:4].[CH2:11]([OH:13])C>>[O:1]=[CH:2][C@@H:3]([C@H:5]([C@@H:7]([C@@H:9]([CH2:11][OH:13])[OH:10])[OH:8])[OH:6])[OH:4]. Procedure details: The results presented in FIG. 2 show that in contrast to the control strain containing the shuttle vector alone (CP4[pZB 186]), the recombinant containing the added xylose isomerase, xylulokinase, transaldolase and transketolase genes demonstrated growth and ethanol production from xylose as a carbon source. The recombinant strain produces ethanol from glucose as efficiently as the control strain at 94% of theoretical yield. The recombinant strain additionally produces ethanol from xylose at 84%... Starting materials: [Al+3], ClCCl, [Cl-], [Cl-], [Cl-], Cl, CCOC(=O)c1ccc(N(CCOc2cccc3ccccc23)C(=O)C(F)(F)F)cc1, N#CBr, O. Product: CCOC(=O)c1ccc(N(CCOc2ccc(C#N)c3ccccc23)C(=O)C(F)(F)F)cc1. RXN SMILES: [Al+3:36].[CH2:41]([Cl:42])[Cl:43].[Cl-:35].[Cl-:37].[Cl-:38].[ClH:39].[F:1][C:2]([C:3](=[O:4])[N:5]([c:6]1[cH:7][cH:8][c:9]([C:10](=[O:11])[O:12][CH2:13][CH3:14])[cH:15][cH:16]1)[CH2:17][CH2:18][O:19][c:20]1[cH:21][cH:22][cH:23][c:24]2[cH:25][cH:26][cH:27][cH:28][c:29]12)([F:30])[F:31].[N:32]#[C:33][Br:34].[OH2:40]>>[F:1][C:2]([C:3](=[O:4])[N:5]([c:6]1[cH:7][cH:8][c:9]([C:10](=[O:11])[O:12][CH2:13][CH3:14])[cH:15][cH:16]1)[CH2:17][CH2:18][O:19][c:20]1[cH:21][cH:22][c:23]([C:33]#[N:32])[c:24]2[cH:25][cH:26][cH:27][cH:28][c:29]12)([F:30])[F:31].